Dataset: the Open Reaction Database (ORD), a public repository of structured organic reaction records. Task: describe an organic reaction: reactants, conditions, products, and yield Starting materials: CCCC(C(=O)OC)c1c(C)nc2cc(C(C)(C)C)nn2c1Cl, CCN(C(C)C)C(C)C, Cc1ccc(B(O)O)cc1. The product is CCCC(C(=O)OC)c1c(C)nc2cc(C(C)(C)C)nn2c1-c1ccc(C)cc1. RXN SMILES: [C:1]([CH3:2])([CH3:3])([CH3:4])[c:5]1[n:6][n:7]2[c:8]([n:9][c:10]([CH3:22])[c:11]([CH:14]([C:15](=[O:16])[O:17][CH3:18])[CH2:19][CH2:20][CH3:21])[c:12]2[Cl:13])[cH:23]1.[CH:34]([N:35]([CH:36]([CH3:37])[CH3:38])[CH2:39][CH3:40])([CH3:41])[CH3:42].[c:24]1([CH3:33])[cH:25][cH:26][c:27]([B:30]([OH:31])[OH:32])[cH:28][cH:29]1>>[C:1]([CH3:2])([CH3:3])([CH3:4])[c:5]1[n:6][n:7]2[c:8]([n:9][c:10]([CH3:22])[c:11]([CH:14]([C:15](=[O:16])[O:17][CH3:18])[CH2:19][CH2:20][CH3:21])[c:12]2-[c:27]2[cH:26][cH:25][c:24]([CH3:33])[cH:29][cH:28]2)[cH:23]1. Reactants: C(C)=O (acetaldehyde), aldehyde, [Cl-].[NH4+] (ammonium chloride), C(C1=CC=CC=C1)(=O)Cl (benzoyl chloride), alcohol, tertiary amine, C(CC#CCC#C)O (3,6 heptadiynol), C(C)[Mg]Br (ethylmagnesiumbromide), C(=O)(O)[O-].[Na+] (NaHCO3), C1(=CC=C(C=C1)S(=O)(=O)O)C (p-toluenesulfonic acid), organometallic. The solvent is N1=CC=CC=C1 (pyridine), alcohol, CO (methanol), O1CCCC1 (tetrahydrofuran), C(C)OCCOCCOCC (ethoxyethyl ether), O1CCCC1 (tetrahydrofuran). Conditions: time 1 hour. Yields the product C(CC#CCC#CC(C)O)O (3,6-nonadiyne-1,8-diol), 8-benzoate. Reaction SMILES: [CH2:1]([OH:8])[CH2:2][C:3]#[C:4][CH2:5][C:6]#[CH:7].C([Mg]Br)C.[CH:13](=[O:15])C.[C:16](Cl)(=O)C1C=CC=CC=1.[Cl-].[NH4+].C1(C)C=CC(S(O)(=O)=O)=CC=1.C([O-])(O)=O.[Na+]>CO.N1C=CC=CC=1.O1CCCC1.C(OCCOCCOCC)C>[CH2:13]([OH:15])[CH2:7][C:6]#[C:5][CH2:4][C:3]#[C:2][CH:1]([OH:8])[CH3:16] |f:4.5,7.8|. Procedure details: More specifically, to chemically prepare the compounds of the invention, the C16 -C24 fatty acids are prepared first, and isolated. The isolated fatty acid is then conjugated to the amino acid. The first step of the process produces a 1-ethoxyethyloxy-8-benzoyl-3,6nonadiyne [I] by reacting ethoxyethyl ether of 3,6 heptadiynol in an anhydrous ethereal solvent, such as, for example, tetrahydrofuran with an organometallic base, such as, for example, ethylmagnesiumbromide in an anhydrous ethereal so...